This data is from the Open Reaction Database (ORD), a public repository of structured organic reaction records. The task is: describe an organic reaction: reactants, conditions, products, and yield Reactants: C1CCOC1, COc1ccc(S(=O)(=O)Cl)cc1OC, CC(C)C(=O)Nc1cccc(C2CCN(CCCN)CC2)c1. Yields the product COc1ccc(S(=O)(=O)NCCCN2CCC(c3cccc(NC(=O)C(C)C)c3)CC2)cc1OC. RXN SMILES: [CH2:37]1[O:38][CH2:39][CH2:40][CH2:41]1.[CH3:23][O:24][c:25]1[cH:26][c:27]([S:33](=[O:34])(=[O:35])[Cl:36])[cH:28][cH:29][c:30]1[O:31][CH3:32].[NH2:1][CH2:2][CH2:3][CH2:4][N:5]1[CH2:6][CH2:7][CH:8]([c:11]2[cH:12][c:13]([NH:17][C:18]([CH:19]([CH3:20])[CH3:21])=[O:22])[cH:14][cH:15][cH:16]2)[CH2:9][CH2:10]1>>[NH:1]([CH2:2][CH2:3][CH2:4][N:5]1[CH2:6][CH2:7][CH:8]([c:11]2[cH:12][c:13]([NH:17][C:18]([CH:19]([CH3:20])[CH3:21])=[O:22])[cH:14][cH:15][cH:16]2)[CH2:9][CH2:10]1)[S:33]([c:27]1[cH:26][c:25]([O:24][CH3:23])[c:30]([O:31][CH3:32])[cH:29][cH:28]1)(=[O:34])=[O:35]. Starting materials: Cl (hydrochloric acid), FC1=C(C=CC(=C1NC1=NC=CC=C1C1=C2N=CN(C2=NC=N1)C1OCCCC1)F)NS(=O)(=O)C1=COC=C1 (N-(2,4-difluoro-3-(3-(9-(tetrahydro-2H-pyran-2-yl)-9H-purin-6-yl)pyridin-2-ylamino)phenyl)furan-3-sulfonamide), target compound. Run at time 2 hour. The product is N1=CN=C2NC=NC2=C1C=1C(=NC=CC1)NC=1C(=C(C=CC1F)NS(=O)(=O)C1=COC=C1)F (N-(3-(3-(9H-purin-6-yl)pyridin-2-ylamino)-2,4-difluorophenyl)furan-3-sulfonamide). The yield is 92.0%. Reaction SMILES: Cl.[F:2][C:3]1[C:8]([NH:9][C:10]2[C:15]([C:16]3[N:24]=[CH:23][N:22]=[C:21]4[C:17]=3[N:18]=[CH:19][N:20]4C3CCCCO3)=[CH:14][CH:13]=[CH:12][N:11]=2)=[C:7]([F:31])[CH:6]=[CH:5][C:4]=1[NH:32][S:33]([C:36]1[CH:40]=[CH:39][O:38][CH:37]=1)(=[O:35])=[O:34]>>[N:24]1[C:16]([C:15]2[C:10]([NH:9][C:8]3[C:3]([F:2])=[C:4]([NH:32][S:33]([C:36]4[CH:40]=[CH:39][O:38][CH:37]=4)(=[O:34])=[O:35])[CH:5]=[CH:6][C:7]=3[F:31])=[N:11][CH:12]=[CH:13][CH:14]=2)=[C:17]2[C:21]([NH:20][CH:19]=[N:18]2)=[N:22][CH:23]=1. Procedure: 1M aqueous hydrochloric acid solution was added into the N-(2,4-difluoro-3-(3-(9-(tetrahydro-2H-pyran-2-yl)-9H-purin-6-yl)pyridin-2-ylamino)phenyl)furan-3-sulfonamide (20 mg, 0.036 mmol) prepared at Step 10 and stirred for 2 hours. After the reaction, the reactant was washed with an aqueous solution of sodium hydrogen carbonate and salt water. After extraction with ethylacetate, the organic layer was dried with sulfuric anhydride magnesium and vacuum concentrated, and then refined by means of co...